From a dataset of the Open Reaction Database (ORD), a public repository of structured organic reaction records. describe an organic reaction: reactants, conditions, products, and yield The reactants are CS(=O)(=O)C (dimethylsulfone), COC(C1=CC(=C(C(=C1)OC)NCC)OC)=O (4-(ethylamino)-3,5-dimethoxy-benzoic acid methyl ester), [H-].[Na+] (sodium hydride), CS(=O)C (dimethylsulfoxide). Solvent: O (water), C(C)(=O)O (acetic acid). Reaction conditions: temperature 80 celsius, time 4 hour. Yields the product C(C)NC1=C(C=C(C=C1OC)C(CS(=O)(=O)C)=O)OC (4'-(ethylamino)-3',5'-dimethoxy-2-(methylsulfonyl)-acetophenone). Reaction SMILES: [CH3:1][S:2]([CH3:5])(=[O:4])=[O:3].[H-].[Na+].CS(C)=O.C[O:13][C:14](=O)[C:15]1[CH:20]=[C:19]([O:21][CH3:22])[C:18]([NH:23][CH2:24][CH3:25])=[C:17]([O:26][CH3:27])[CH:16]=1>O.C(O)(=O)C>[CH2:24]([NH:23][C:18]1[C:19]([O:21][CH3:22])=[CH:20][C:15]([C:14](=[O:13])[CH2:1][S:2]([CH3:5])(=[O:4])=[O:3])=[CH:16][C:17]=1[O:26][CH3:27])[CH3:25] |f:1.2|. Procedure details: A suspension of 58.4 g. of dimethylsulfone and 21.1 g. of sodium hydride (50% dispersion in oil) in 200 ml. of absolute dimethylsulfoxide was stirred at 50° C. under an atmosphere of nitrogen and the exclusion of moisture for a period of 4 hours. Then, 42.6 g. of 4-(ethylamino)-3,5-dimethoxy-benzoic acid methyl ester were added. The resulting mixture was stirred at 80° C. for 10 minutes and subsequently dissolved in 1 liter of water. The solution was neutralized with glacial acetic acid. The pre... The reactants are N (ammonia), NC1=C(C=C(C=2C(C3=CC=CC=C3C(C12)=O)=O)N)S(=O)(=O)O (1,4-diaminoanthraquinone-2-sulfonic acid), 53, N1C(CCC1)=O (2-pyrrolidone), C([O-])(O)=O.[NH4+] (ammonium bicarbonate), [N+](=O)([O-])C=1C=C(C=CC1)S(=O)(=O)O (3-nitrobenzene-1-sulfonic acid), [Na] (sodium), [C-]#N.[Na+] (sodium cyanide). Solvent: O (water). The product is 14.9, NC1=C(C(=C(C=2C(C3=CC=CC=C3C(C12)=O)=O)N)C#N)C#N (1,4-diamino-2,3-dicyanoanthraquinone). Yield: 95.5%. Reaction SMILES: [NH2:1][C:2]1[C:15]2[C:14](=[O:16])[C:13]3[C:8](=[CH:9][CH:10]=[CH:11][CH:12]=3)[C:7](=[O:17])[C:6]=2[C:5]([NH2:18])=[CH:4][C:3]=1S(O)(=O)=O.[NH:23]1[CH2:27]CCC1=O.N.C(=O)(O)[O-].[NH4+].[N+:35]([C:38]1C=C(S(O)(=O)=O)C=CC=1)([O-])=O.[Na].[C-]#N.[Na+]>O>[NH2:1][C:2]1[C:15]2[C:14](=[O:16])[C:13]3[C:8](=[CH:9][CH:10]=[CH:11][CH:12]=3)[C:7](=[O:17])[C:6]=2[C:5]([NH2:18])=[C:4]([C:38]#[N:35])[C:3]=1[C:27]#[N:23] |f:3.4,7.8,^1:47|. Procedure: 22.8 parts of 1,4-diaminoanthraquinone-2-sulfonic acid (78.1%) are added at room temperature to a mixture of 53 parts of 2-pyrrolidone and 52 parts of water. The pH of the solution is adjusted to 7.5-8 with 5 parts of 24% aqueous ammonia solution. Then 2 parts of ammonium bicarbonate, 6.4 parts of 3-nitrobenzene-1-sulfonic acid, sodium salt, and 9 parts of sodium cyanide are added in succession. The reaction mixture is then heated for 4 hours to 88° C., with stirring. The precipitate is filtered... Starting materials: COc1nc(Cl)ncc1Br, CC#N, CCOC(=O)N=S(C)(=O)c1cccc(N)c1. Yields the product CCOC(=O)N=S(C)(=O)c1cccc(Nc2ncc(Br)c(OC)n2)c1. As a reaction SMILES: [Br:17][c:18]1[c:19]([O:25][CH3:26])[n:20][c:21]([Cl:24])[n:22][cH:23]1.[CH3:27][C:28]#[N:29].[NH2:1][c:2]1[cH:3][c:4]([S:8](=[O:9])(=[N:10][C:11](=[O:12])[O:13][CH2:14][CH3:15])[CH3:16])[cH:5][cH:6][cH:7]1>>[NH:1]([c:2]1[cH:3][c:4]([S:8](=[O:9])(=[N:10][C:11](=[O:12])[O:13][CH2:14][CH3:15])[CH3:16])[cH:5][cH:6][cH:7]1)[c:21]1[n:20][c:19]([O:25][CH3:26])[c:18]([Br:17])[cH:23][n:22]1. Reactants: C(#N)C=1C=C2C(=CNC2=CC1)C=1CCN(CC1)CC1=CC=CC=C1 (5-cyano-3-(1-benzyl-1,2,3,6-tetrahydropyridin-4-yl)-1H-indole), C(=O)[O-].[NH4+] (ammonium formate). Reagents/catalysts: [Pd] (palladium on carbon). Solvent: CO (methanol). Product: C(#N)C=1C=C2C(=CNC2=CC1)C1CCNCC1 (5-cyano-3-(piperidin-4-yl)-1H-indole). Isolated yield 55.1%. As a reaction SMILES: [C:1]([C:3]1[CH:4]=[C:5]2[C:9](=[CH:10][CH:11]=1)[NH:8][CH:7]=[C:6]2[C:12]1[CH2:13][CH2:14][N:15](CC2C=CC=CC=2)[CH2:16][CH:17]=1)#[N:2].C([O-])=O.[NH4+]>[Pd].CO>[C:1]([C:3]1[CH:4]=[C:5]2[C:9](=[CH:10][CH:11]=1)[NH:8][CH:7]=[C:6]2[CH:12]1[CH2:13][CH2:14][NH:15][CH2:16][CH2:17]1)#[N:2] |f:1.2|. Procedure: A mixture of 0.92 gm (2.9 mMol) 5-cyano-3-(1-benzyl-1,2,3,6-tetrahydropyridin-4-yl)-1H-indole, 1.85 gm (29.3 mMol) ammonium formate and 0.26 gm 5% palladium on carbon in 40 mL methanol were stirred at reflux for 45 minutes. The reaction mixture was then filtered through a pad of Celite and the filtrate concentrated under reduced pressure. The residue was subjected to flash silica gel chromatography, eluting with dichloromethane containing 20% methanol and 2% ammonium hydroxide. Fractions shown t...